Dataset: the Open Reaction Database (ORD), a public repository of structured organic reaction records. Task: describe an organic reaction: reactants, conditions, products, and yield Reactants: COc1cccc(CCCCCCBr)c1OC, O=C([O-])[O-], CCCc1c(O)ccc(C(=O)OC)c1O, CC(C)=O, [I-], [K+], [K+], [K+]. Yields the product CCCc1c(OCCCCCCc2cccc(OC)c2OC)ccc(C(=O)OC)c1O. Reaction SMILES: [Br:1][CH2:2][CH2:3][CH2:4][CH2:5][CH2:6][CH2:7][c:8]1[c:9]([O:16][CH3:17])[c:10]([O:14][CH3:15])[cH:11][cH:12][cH:13]1.[C:33](=[O:34])([O-:35])[O-:36].[CH3:18][O:19][C:20]([c:21]1[c:22]([OH:31])[c:23]([CH2:28][CH2:29][CH3:30])[c:24]([OH:27])[cH:25][cH:26]1)=[O:32].[CH3:41][C:42](=[O:43])[CH3:44].[I-:40].[K+:37].[K+:38].[K+:39]>>[CH2:2]([CH2:3][CH2:4][CH2:5][CH2:6][CH2:7][c:8]1[c:9]([O:16][CH3:17])[c:10]([O:14][CH3:15])[cH:11][cH:12][cH:13]1)[O:27][c:24]1[c:23]([CH2:28][CH2:29][CH3:30])[c:22]([OH:31])[c:21]([C:20]([O:19][CH3:18])=[O:32])[cH:26][cH:25]1.